Dataset: the Open Reaction Database (ORD), a public repository of structured organic reaction records. Task: describe an organic reaction: reactants, conditions, products, and yield Starting materials: BrC1=C(N=NC(=C1)Cl)N (4-bromo-6-chloropyridazin-3-amine), C[Zn]C (dimethylzinc). The reagents and catalysts are C=1C=CC(=CC1)[P](C=2C=CC=CC2)(C=3C=CC=CC3)[Pd]([P](C=4C=CC=CC4)(C=5C=CC=CC5)C=6C=CC=CC6)([P](C=7C=CC=CC7)(C=8C=CC=CC8)C=9C=CC=CC9)[P](C=1C=CC=CC1)(C=1C=CC=CC1)C=1C=CC=CC1 (Pd(PPh3)4). Run in CN(C)C=O (DMF). The product is ClC1=CC(=C(N=N1)N)C (6-chloro-4-methylpyridazin-3-amine). The yield is 100.6%. As a reaction SMILES: Br[C:2]1[CH:7]=[C:6]([Cl:8])[N:5]=[N:4][C:3]=1[NH2:9].[CH3:10][Zn]C>C1C=CC([P]([Pd]([P](C2C=CC=CC=2)(C2C=CC=CC=2)C2C=CC=CC=2)([P](C2C=CC=CC=2)(C2C=CC=CC=2)C2C=CC=CC=2)[P](C2C=CC=CC=2)(C2C=CC=CC=2)C2C=CC=CC=2)(C2C=CC=CC=2)C2C=CC=CC=2)=CC=1.CN(C=O)C>[Cl:8][C:6]1[N:5]=[N:4][C:3]([NH2:9])=[C:2]([CH3:10])[CH:7]=1 |^1:16,18,37,56|. Procedure: A 100 mL flask was charged with 4-bromo-6-chloropyridazin-3-amine (1 g, 4.80 mmol), dimethylzinc (9.59 mL, 9.59 mmol), Pd(PPh3)4 (0.277 g, 0.240 mmol) and DMF (10 mL). The reaction mixture was stirred at RT. Then the reaction mixture was quenched with MeOH and concentrated. The crude product was loaded onto a 10 g SCX SPE, and 3 volumes of MeOH followed by 3 volumes of 2N ammonia in MeOH were added. The fractions were combined and concentrated to afford 6-chloro-4-methylpyridazin-3-amine (693 mg... Reactants: CCOC(=O)CC(C(C)=O)C(C)=O, CCO, Cl, O=N[O-], Cc1cc(C(=O)O)ccc1N, [Na+], O, c1ccncc1. The product is CCOC(=O)CC(=NNc1ccc(C(=O)O)cc1C)C(C)=O. Reaction SMILES: [C:17]([CH3:18])(=[O:19])[CH:20]([CH2:21][C:22](=[O:23])[O:24][CH2:25][CH3:26])[C:27](=[O:28])[CH3:29].[CH3:31][CH2:32][OH:33].[ClH:12].[N:13]([O-:14])=[O:15].[NH2:1][c:2]1[c:3]([CH3:11])[cH:4][c:5]([C:6](=[O:7])[OH:8])[cH:9][cH:10]1.[Na+:16].[OH2:30].[cH:34]1[cH:35][cH:36][n:37][cH:38][cH:39]1>>[NH:1]([c:2]1[c:3]([CH3:11])[cH:4][c:5]([C:6](=[O:7])[OH:8])[cH:9][cH:10]1)[N:13]=[C:20]([C:17]([CH3:18])=[O:19])[CH2:21][C:22](=[O:23])[O:24][CH2:25][CH3:26]. The reactants are O(C1=CC=CC=C1)P(=O)(OC1=CC=CC=C1)OC=1[C@@H]([C@@H]2N(C1C(=O)OCC1=CC=C(C=C1)[N+](=O)[O-])C([C@@H]2[C@@H](C)O)=O)C (p-nitrobenzyl (1R,5S,6S)-2-diphenoxyphosphoryloxy-6-[(R)-1-hydroxyethyl]-1-methyl-1-carbapen-2-em-3-carboxylate), C(C)(C)N(C(C)C)CC (N,N-diisopropylethylamine), Cl.Cl.C(C)N1CC(CC1)[C@H]1NC[C@H](C1)S ((2S,4S)-2-(N-ethylpyrrolidin-3-yl)-4-mercaptopyrrolidine dihydrochloride). Run in C(C)#N (acetonitrile), CN(C=O)C (N,N-dimethylformamide). Conditions: temperature -20 celsius, time 8 hour. Product: C(C)N1CC(CC1)[C@H]1NC[C@H](C1)SC=1[C@@H]([C@H]2N(C1C(=O)OCC1=CC=C(C=C1)[N+](=O)[O-])C([C@@H]2[C@@H](C)O)=O)C (p-nitrobenzyl (1R,5S,6S)-2-[(2S, 4S)-2-(N-ethylpyrrolidin-3-yl)pyrrolidin-4-ylthio]-6-[(R)-1-hydroxyethyl]-1-methyl-1-carbapen-2-em-3-carboxylate). Isolated yield 72.0%. RXN SMILES: O(P(O[C:18]1[C@H:19]([CH3:42])[C@H:20]2[C@@H:37]([C@H:38]([OH:40])[CH3:39])[C:36](=[O:41])[N:21]2[C:22]=1[C:23]([O:25][CH2:26][C:27]1[CH:32]=[CH:31][C:30]([N+:33]([O-:35])=[O:34])=[CH:29][CH:28]=1)=[O:24])(OC1C=CC=CC=1)=O)C1C=CC=CC=1.C(N(CC)C(C)C)(C)C.Cl.Cl.[CH2:54]([N:56]1[CH2:60][CH2:59][CH:58]([C@@H:61]2[CH2:65][C@H:64]([SH:66])[CH2:63][NH:62]2)[CH2:57]1)[CH3:55]>C(#N)C.CN(C)C=O>[CH2:54]([N:56]1[CH2:60][CH2:59][CH:58]([C@@H:61]2[CH2:65][C@H:64]([S:66][C:18]3[C@H:19]([CH3:42])[C@@H:20]4[C@@H:37]([C@H:38]([OH:40])[CH3:39])[C:36](=[O:41])[N:21]4[C:22]=3[C:23]([O:25][CH2:26][C:27]3[CH:32]=[CH:31][C:30]([N+:33]([O-:35])=[O:34])=[CH:29][CH:28]=3)=[O:24])[CH2:63][NH:62]2)[CH2:57]1)[CH3:55] |f:2.3.4|. Procedure details: Under a nitrogen atmosphere at -20 ° C., to a solution of p-nitrobenzyl (1R,5S,6S)-2-diphenoxyphosphoryloxy-6-[(R)-1-hydroxyethyl]-1-methyl-1-carbapen-2-em-3-carboxylate (13.76 g, 23.1 mmol) in acetonitrile (150 ml) was added N,N-diisopropylethylamine (13.44 ml, 77.1 mmol), followed by a suspension of (2S,4S)-2-(N-ethylpyrrolidin-3-yl)-4-mercaptopyrrolidine dihydrochloride (7.0 g, 25.7 mmol, compound of Reference Example 40 in N,N-dimethylformamide (40 ml). After stirring overnight at -20° C., t... Starting materials: C(C)(C)[N-]C(C)C.[Li+] (lithium diisopropylamide), O1CCCC1.CCCCCC (THF n-hexane), C(C)(C)NC(C)C (diisopropylamine), mixture, CC=1C(=NC=C(C1)C)C1=NC=CC=C1 (3,5-dimethyl-2,2'-bipyridine), ClCOCC1=CC=CC=C1 (benzyl chloromethyl ether), Cl (hydrochloric acid), CC1=CC(=NC(=C1)C)C1=NC=CC=C1 (4,6-dimethyl-2,2'-bipyridine), CC=1C(=NC(=CC1)C)C1=NC=CC=C1 (3,6-dimethyl-2,2'-bipyridine). The solvent is CN(P(N(C)C)(N(C)C)=O)C (hexamethylphosphoric acid triamide), CN(P(N(C)C)(N(C)C)=O)C (hexamethylphosphoric acid triamide), O1CCCC1 (tetrahydrofuran). Reaction conditions: temperature 23 celsius, time 15 minute. Product: C(C1=CC=CC=C1)OCCC1=CC(=NC(=C1)C)C1=NC=CC=C1 (4-[2-(benzyloxy)-ethyl]-6-methyl-2,2'-bipyridine). The yield is 78.0%. RXN SMILES: [CH3:1][C:2]1[CH:7]=[C:6]([CH3:8])[N:5]=[C:4]([C:9]2[CH:14]=[CH:13][CH:12]=[CH:11][N:10]=2)[CH:3]=1.CC1C(C2C=CC=CN=2)=NC(C)=CC=1.CC1C(C2C=CC=CN=2)=NC=C(C)C=1.C([N-]C(C)C)(C)C.[Li+].O1CCCC1.CCCCCC.C(NC(C)C)(C)C.Cl[CH2:70][O:71][CH2:72][C:73]1[CH:78]=[CH:77][CH:76]=[CH:75][CH:74]=1.Cl>O1CCCC1.CN(C)P(=O)(N(C)C)N(C)C>[CH2:72]([O:71][CH2:70][CH2:1][C:2]1[CH:7]=[C:6]([CH3:8])[N:5]=[C:4]([C:9]2[CH:14]=[CH:13][CH:12]=[CH:11][N:10]=2)[CH:3]=1)[C:73]1[CH:78]=[CH:77][CH:76]=[CH:75][CH:74]=1 |f:3.4,5.6|. Procedure: 36.4 g (0.2 mol) of a mixture of isomers, consisting of 4,6-dimethyl-2,2'-bipyridine (45% by weight), 3,6-dimethyl-2,2'-bipyridine (45% by weight) and 3,5-dimethyl-2,2'-bipyridine (10% by weight) are dissolved in 150 ml of anhydrous tetrahydrofuran (THF). At 0° C., a solution of lithium diisopropylamide and hexamethylphosphoric acid triamide in THF/n-hexane [ratio about 1:1 by volume; prepared from 12.2 g (0.12 mol) of diisopropylamine in 50 ml of anhydrous THF, 60 ml of 2-molar n-butyllithium s... The reactants are CNC(=O)C(Cc1ccc(OC)cc1)NC(=O)C(CC(C)C)C(CC(=O)O)SC(C)=O, CCN(C(C)C)C(C)C, ClCCl, Cl, NCC(N)=O, On1nnc2ccccc21. Yields the product CNC(=O)C(Cc1ccc(OC)cc1)NC(=O)C(CC(C)C)C(CC(=O)NCC(N)=O)SC(C)=O. RXN SMILES: [C:1]([CH3:2])(=[O:3])[S:4][CH:5]([CH2:6][C:7](=[O:8])[OH:9])[CH:10]([CH2:11][CH:12]([CH3:13])[CH3:14])[C:15](=[O:16])[NH:17][CH:18]([CH2:19][c:20]1[cH:21][cH:22][c:23]([O:26][CH3:27])[cH:24][cH:25]1)[C:28](=[O:29])[NH:30][CH3:31].[CH:48]([N:49]([CH:50]([CH3:51])[CH3:52])[CH2:53][CH3:54])([CH3:55])[CH3:56].[Cl:57][CH2:58][Cl:59].[ClH:42].[NH2:43][CH2:44][C:45](=[O:46])[NH2:47].[OH:32][n:33]1[c:34]2[cH:35][cH:36][cH:37][cH:38][c:39]2[n:40][n:41]1>>[C:1]([CH3:2])(=[O:3])[S:4][CH:5]([CH2:6][C:7](=[O:8])[NH:43][CH2:44][C:45](=[O:46])[NH2:47])[CH:10]([CH2:11][CH:12]([CH3:13])[CH3:14])[C:15](=[O:16])[NH:17][CH:18]([CH2:19][c:20]1[cH:21][cH:22][c:23]([O:26][CH3:27])[cH:24][cH:25]1)[C:28](=[O:29])[NH:30][CH3:31]. Starting materials: CC(C)([O-])C.[K+] (potassium tert-butoxide), C1(=CC=CC=C1)S (thiophenol). Run in CN(C=O)C (N,N-dimethylformamide), C1CCOC1 (THF). Product: C1(=CC=CC=C1)SCCCCCC(C)(C)O (6-hydroxy-6-methylheptyl phenyl sulphide). RXN SMILES: [CH3:1][C:2]([CH3:5])([O-:4])[CH3:3].[K+].[C:7]1([SH:13])[CH:12]=[CH:11][CH:10]=[CH:9][CH:8]=1>C1COCC1.CN(C)C=O>[C:7]1([S:13][CH2:12][CH2:7][CH2:8][CH2:9][CH2:1][C:2]([OH:4])([CH3:5])[CH3:3])[CH:12]=[CH:11][CH:10]=[CH:9][CH:8]=1 |f:0.1|. Procedure: To a solution of 7-bromo-2-methyl-2-trimethylsilyloxyheptane (10) (14.0 g) in methanol (55 ml) at room temperature was added ethanolic hydrogen chloride (ca. 1M, 0.2 ml). After 10 minutes the solution was concentrated in vacuo (at room temperature) to constant weight. The residue was taken up in chloroform and reconcentrated to constant weight to give 7-bromo-2-methyl-2-heptanol (H, n=4, R1 =R2 =Me) as a chromatographically homogenous oil. The product was dissolved in THF (10 ml) and added to a ...